Dataset: the Open Reaction Database (ORD), a public repository of structured organic reaction records. Task: describe an organic reaction: reactants, conditions, products, and yield Starting materials: Cl (hydrochloric acid), C(C)(=O)OC1=CC=C(C=C1)C(NC=1SC(=CN1)S(=O)C)=O (4-{[5-(methylsulfinyl)-1,3-thiazol-2-yl]carbamoyl}phenyl acetate). Run in O1CCCC1 (tetrahydrofuran). Reaction conditions: time 8 hour. The product is OC1=CC=C(C(=O)NC=2SC(=CN2)S(=O)C)C=C1 (4-hydroxy-N-[5-(methylsulfinyl)-1,3-thiazol-2-yl]benzamide). RXN SMILES: Cl.C([O:5][C:6]1[CH:11]=[CH:10][C:9]([C:12](=[O:22])[NH:13][C:14]2[S:15][C:16]([S:19]([CH3:21])=[O:20])=[CH:17][N:18]=2)=[CH:8][CH:7]=1)(=O)C>O1CCCC1>[OH:5][C:6]1[CH:11]=[CH:10][C:9]([C:12]([NH:13][C:14]2[S:15][C:16]([S:19]([CH3:21])=[O:20])=[CH:17][N:18]=2)=[O:22])=[CH:8][CH:7]=1. Procedure: 2 M hydrochloric acid (45.0 mL) is added to a suspension of 7 (0.439 g, 1.32 mmol) in tetrahydrofuran (20.0 mL), and the suspension is warmed to reflux. The reaction became homogeneous upon heating. After refluxing for 4 hours, the reaction is allowed to cool to room temperature, and stood at room temperature overnight before the reaction is filtered. The filter pad is washed with water then dried in vacuo at 70° C. to give 9 as a white crystalline solid. Reactants: BrC[N+](=O)[O-] (monobromonitromethane), CO (methanol), C=O (formaldehyde), CO (methanol), Cl (HCl). Reaction conditions: temperature 18 celsius, time 3 hour. Yields the product C(C(CO)([N+](=O)[O-])Br)O (bronopol). As a reaction SMILES: [Br:1][CH2:2][N+:3]([O-:5])=[O:4].[CH2:6]=[O:7].Cl.[CH3:9][OH:10]>>[CH2:9]([OH:10])[C:2]([Br:1])([N+:3]([O-:5])=[O:4])[CH2:6][OH:7]. Procedure: In each of the examples, a solution of 40.0 g (0.29 mole) monobromonitromethane and 70 ml of methanol was added in 18 minutes to a 55% formaldehyde solution in methanol maintained at 18° C. and containing various levels of alkaline catalyst. The reaction temperature was allowed to rise to 30° C. during the addition. Following the addition, the solution was heated to 60° C. and held there for three hours. The solution was then cooled to 20° C. and the pH adjusted to 4.3 with 1.0 molar aqueous HCl... Reaction SMILES: [CH2:13]1[CH2:14][NH:15][CH2:16][CH2:17][NH:18]1.[Cl:1][c:2]1[n:3][n:4][cH:5][c:6]([Cl:12])[c:7]1[NH:8][CH:9]([CH3:10])[CH3:11].[ClH:19].[c:20]1([CH3:21])[c:22]([CH3:23])[cH:24][cH:25][cH:26][cH:27]1>>[c:2]1([N:15]2[CH2:14][CH2:13][NH:18][CH2:17][CH2:16]2)[n:3][n:4][cH:5][c:6]([Cl:12])[c:7]1[NH:8][CH:9]([CH3:10])[CH3:11]. Starting materials: C1CNCCN1, CC(C)Nc1c(Cl)cnnc1Cl, Cl, Cc1ccccc1C. Yields the product CC(C)Nc1c(Cl)cnnc1N1CCNCC1. RXN SMILES: [CH3:27][OH:28].[CH3:2][N:3]1[C:4]([S:9][CH3:10])=[N:5][CH2:6][CH2:7][CH2:8]1.[Cl:31][CH2:32][Cl:33].[ClH:26].[IH:1].[Na+:30].[OH-:29].[c:11]1([CH:17]([CH2:18][NH2:19])[c:20]2[cH:21][cH:22][cH:23][cH:24][cH:25]2)[cH:12][cH:13][cH:14][cH:15][cH:16]1>>[CH3:2][N:3]1[C:4]([NH:19][CH2:18][CH:17]([c:11]2[cH:12][cH:13][cH:14][cH:15][cH:16]2)[c:20]2[cH:21][cH:22][cH:23][cH:24][cH:25]2)=[N:5][CH2:6][CH2:7][CH2:8]1.[ClH:26]. Starting materials: CO, CSC1=NCCCN1C, ClCCl, Cl, I, [Na+], [OH-], NCC(c1ccccc1)c1ccccc1. The product is CN1CCCN=C1NCC(c1ccccc1)c1ccccc1, Cl. The reactants are C1=C(C=CC2=CC=CC=C12)OCCNC1=CC=C(C(=O)OCC)C=C1 (ethyl p-{[2-(2-naphthyloxy)ethyl]amino}benzoate), Cl (hydrochloric acid), [OH-].[K+] (potassium hydroxide), C(C)O.O (ethanol water). Solvent: O (water). The product is C1=C(C=CC2=CC=CC=C12)OCCNC1=CC=C(C(=O)O)C=C1 (p-{[2-(2-Naphthyloxy)ethyl]amino}benzoic acid). As a reaction SMILES: [CH:1]1[C:10]2[C:5](=[CH:6][CH:7]=[CH:8][CH:9]=2)[CH:4]=[CH:3][C:2]=1[O:11][CH2:12][CH2:13][NH:14][C:15]1[CH:25]=[CH:24][C:18]([C:19]([O:21]CC)=[O:20])=[CH:17][CH:16]=1.[OH-].[K+].C(O)C.O.Cl>O>[CH:1]1[C:10]2[C:5](=[CH:6][CH:7]=[CH:8][CH:9]=2)[CH:4]=[CH:3][C:2]=1[O:11][CH2:12][CH2:13][NH:14][C:15]1[CH:25]=[CH:24][C:18]([C:19]([OH:21])=[O:20])=[CH:17][CH:16]=1 |f:1.2,3.4|. Procedure details: A mixture of 3.0 g. of ethyl p-{[2-(2-naphthyloxy)ethyl]amino}benzoate, and 3.0 g. of potassium hydroxide in 200 ml. of ethanol-water (95:5) is refluxed for 3 hours. The mixture is diluted with 100 ml. of water and brought to pH 6.0 with concentrated hydrochloric acid. The mixture is filtered and the solid washed with 50 ml. of water and 20 ml. of cold ethanol-water (4:1) to give the product, m.p. 208°-211° C.